describe an organic reaction: reactants, conditions, products, and yield From a dataset of the Open Reaction Database (ORD), a public repository of structured organic reaction records. Reactants: C=O (formaldehyde), C(C)(=O)OC (methyl acetate). The product is C(C=C)(=O)OC (methyl acrylate), C(C=C)(=O)O (acrylic acid). Reaction SMILES: [CH2:1]=O.[C:3]([O:6][CH3:7])(=[O:5])[CH3:4]>>[C:3]([O:6][CH3:7])(=[O:5])[CH:4]=[CH2:1].[C:3]([OH:6])(=[O:5])[CH:4]=[CH2:1]. Procedure details: A process according to claim 1 wherein formaldehyde and methyl acetate are reacted to produce methyl acrylate and/or acrylic acid. Reactants: Cl (hydrogen chloride), C(C)(C)(C)OC(=O)N1CCC(CC1)=CC1=CC(=CC=C1)OC1=NC=C(C=C1)C(F)(F)F (4-[3-(5-trifluoromethyl-pyridin-2-yloxy)-benzylidene]-piperidine-1-carboxylic acid tert-butyl ester), O1CCOCC1 (dioxane). Run in C(C)(=O)OCC (ethyl acetate). The product is Cl.N1CCC(CC1)=CC=1C=C(OC2=NC=C(C=C2)C(F)(F)F)C=CC1 (2-(3-piperidin-4-ylidenemethyl-phenoxy)-5-trifluoromethyl-pyridine, hydrochloride). The yield is 84.0%. As a reaction SMILES: C(OC([N:8]1[CH2:13][CH2:12][C:11](=[CH:14][C:15]2[CH:20]=[CH:19][CH:18]=[C:17]([O:21][C:22]3[CH:27]=[CH:26][C:25]([C:28]([F:31])([F:30])[F:29])=[CH:24][N:23]=3)[CH:16]=2)[CH2:10][CH2:9]1)=O)(C)(C)C.[ClH:32].O1CCOCC1>C(OCC)(=O)C>[ClH:32].[NH:8]1[CH2:13][CH2:12][C:11](=[CH:14][C:15]2[CH:16]=[C:17]([CH:18]=[CH:19][CH:20]=2)[O:21][C:22]2[CH:27]=[CH:26][C:25]([C:28]([F:31])([F:29])[F:30])=[CH:24][N:23]=2)[CH2:10][CH2:9]1 |f:4.5|. Procedure: To a mixture of 4-[3-(5-trifluoromethyl-pyridin-2-yloxy)-benzylidene]-piperidine-1-carboxylic acid tert-butyl ester (312 g, 0.718 mol) in ethyl acetate (2.8 L) at 0° C. to −5° C. was added streamwise over a 20 min period, 4.0 M hydrogen chloride in dioxane (800 mL, 3.2 mol). No significant temperature change was noted. The resulting suspension was stirred at temperatures reaching 22° C. over the next 17 h. The suspension was filtered. The solid was washed with EtOAc (500 mL) and pressed as dry a... Reactants: C(#N)C1=CC=C(CN=[N+]=[N-])C=C1 (4-cyanobenzyl azide), ClC(C#N)=C (2-chloroacrylonitrile). Solvent: O (water). Run at temperature 80 celsius, time 20 hour. Product: C(#N)C=1N=NN(C1)CC1=CC=C(C=C1)C#N (4-Cyano-1-(4-cyanobenzyl)-1H-1,2,3-triazole). RXN SMILES: [C:1]([C:3]1[CH:12]=[CH:11][C:6]([CH2:7][N:8]=[N+:9]=[N-:10])=[CH:5][CH:4]=1)#[N:2].Cl[C:14](=[CH2:17])[C:15]#[N:16]>O>[C:15]([C:14]1[N:10]=[N:9][N:8]([CH2:7][C:6]2[CH:5]=[CH:4][C:3]([C:1]#[N:2])=[CH:12][CH:11]=2)[CH:17]=1)#[N:16]. Procedure: A mixture of 4-cyanobenzyl azide (0.8 g) and 2-chloroacrylonitrile (0.88 9) in water (5 ml) is stirred at about 80° C. for 20 hours. Excess 2-chloroacrylonitrile is distilled off in vacuo, the mixture is cooled to room temperature and the precipitated product is isolated by filtration and washed with water. The product (yield 0.92 g; 88% of theory) of m.p. 93.5-94° C. (recrystallization from ethyl acetate/toluene) is obtained after drying. The reactants are C(C)(=O)OC(C)=O (acetic anhydride), C(C)(=O)NC1=CC=C2C(=N1)C=CN2 (5-(N-acetylamino)pyrrolo[3,2-b]pyridine), [OH-].[K+] (potassium hydroxide), CN1CCC(CC1)=O (1-methyl-4-piperidone), resultant mixture. The solvent is CO (methanol). Product: C(C)(=O)NC1=CC=C2C(=N1)C(=CN2)C=2CCN(CC2)C (5-(N-acetylamino)-3-(1-methyl-1,2,3,6-tetrahydropyridin-4-yl)pyrrolo[3,2-b]pyridine). Yield: 58.9%. RXN SMILES: [C:1]([NH:4][C:5]1[N:10]=[C:9]2[CH:11]=[CH:12][NH:13][C:8]2=[CH:7][CH:6]=1)(=[O:3])[CH3:2].[OH-].[K+].[CH3:16][N:17]1[CH2:22][CH2:21][C:20](=O)[CH2:19][CH2:18]1.C(OC(=O)C)(=O)C>CO>[C:1]([NH:4][C:5]1[N:10]=[C:9]2[C:11]([C:20]3[CH2:21][CH2:22][N:17]([CH3:16])[CH2:18][CH:19]=3)=[CH:12][NH:13][C:8]2=[CH:7][CH:6]=1)(=[O:3])[CH3:2] |f:1.2|. Procedure: A solution of 0.477 gm (2.7 mMol) of the 5-(N-acetylamino)pyrrolo[3,2-b]pyridine, 0.54 mg (9.5 mMol) potassium hydroxide, and 0.43 mL (3.5 mMol) 1-methyl-4-piperidone in 15 mL methanol was heated at reflux for 18 hours. The reaction mixture was then concentrated under reduced pressure and the residue dissolved in pyridine. To this solution was added 0.20 mL (2.2 mMol) acetic anhydride and the resultant mixture stirred for 1 hour. This reaction mixture was concentrated under reduced pressure. The... The reactants are C(#N)C1=C(C(=O)C(=C(C1=O)Cl)Cl)C#N (DDQ), OC1=C(C2=C(CCO2)C=C1C=O)OC (2,3-dihydro-6-hydroxy-7-methoxy-5-benzofurancarboxaldehyde). Run in O1CCOCC1 (dioxane), O1CCOCC1 (dioxane). Product: OC1=C(C2=C(C=CO2)C=C1C=O)OC (6-Hydroxy-7-methoxy-5-benzofurancarboxaldehyde). Reaction SMILES: C(C1C(=O)C(Cl)=C(Cl)C(=O)C=1C#N)#N.[OH:15][C:16]1[C:24]([CH:25]=[O:26])=[CH:23][C:19]2[CH2:20][CH2:21][O:22][C:18]=2[C:17]=1[O:27][CH3:28]>O1CCOCC1>[OH:15][C:16]1[C:24]([CH:25]=[O:26])=[CH:23][C:19]2[CH:20]=[CH:21][O:22][C:18]=2[C:17]=1[O:27][CH3:28]. Procedure: A solution of 817 mg. (3.6 mmole) of DDQ in 10 ml. of dioxane was added to 582 mg. (3 mmole) of 2,3-dihydro-6-hydroxy-7-methoxy-5-benzofurancarboxaldehyde in 15 ml. of dioxane and the resulting mixture was heated under reflux for 7 hours, cooled and the formed solid removed by filtration. The precipitate was thoroughly washed first with benzene, then with CHCl3. The washings were combined with the initial filtrate and the total concentrated in vacuo to a residue which was chromatographed first o... Starting materials: NC1=C(C=C(C=C1)C(CCC)=O)O (1-(4-amino-3-hydroxyphenyl)butan-1-one), CC(=O)OC(=O)C (Ac2O). Solvent: C(Cl)(Cl)Cl (CHCl3). Reaction conditions: time 5 minute. Product: C(CCC)(=O)C1=CC(=C(C=C1)NC(C)=O)O (N-(4-butyryl-2-hydroxyphenyl)acetamide). The yield is 92.5%. RXN SMILES: [NH2:1][C:2]1[CH:7]=[CH:6][C:5]([C:8](=[O:12])[CH2:9][CH2:10][CH3:11])=[CH:4][C:3]=1[OH:13].[CH3:14][C:15](OC(C)=O)=[O:16]>C(Cl)(Cl)Cl>[C:8]([C:5]1[CH:6]=[CH:7][C:2]([NH:1][C:15](=[O:16])[CH3:14])=[C:3]([OH:13])[CH:4]=1)(=[O:12])[CH2:9][CH2:10][CH3:11]. Reported procedure: To a solution of 1-(4-amino-3-hydroxyphenyl)butan-1-one (0.71 g, 4.0 mmol) in CHCl3 (8 mL) was added Ac2O (0.4 mL, 4.2 mmol, 1.06 eq) at 0° C. After 5 min, reaction was quenched with H2O then extracted with CH2Cl2 (3×30 mL). Solvent was removed under reduced pressure to afford N-(4-butyryl-2-hydroxyphenyl)acetamide (0.81 g, 3.7 mmol, 93%) with ca. 80% purity which was used in the next step without further purification. Reactants: CC(=Cc1ccc(C(C)(C)C)cc1)CN1CCCCC1, CC(C)O, OO, [Pt]. Product: CC(=Cc1ccc(C(C)(C)C)cc1)C[N+]1([O-])CCCCC1. RXN SMILES: [C:3]([CH3:4])([CH3:5])([CH3:6])[c:7]1[cH:8][cH:9][c:10]([CH:13]=[C:14]([CH2:15][N:16]2[CH2:17][CH2:18][CH2:19][CH2:20][CH2:21]2)[CH3:22])[cH:11][cH:12]1.[CH:23]([OH:24])([CH3:25])[CH3:26].[OH:1][OH:2].[Pt:27]>>[O-:1][N+:16]1([CH2:15][C:14](=[CH:13][c:10]2[cH:9][cH:8][c:7]([C:3]([CH3:4])([CH3:5])[CH3:6])[cH:12][cH:11]2)[CH3:22])[CH2:17][CH2:18][CH2:19][CH2:20][CH2:21]1. Starting materials: C(C1=CC=CC=C1)C=1SC=C(N1)C(=O)O (2-Benzyl-4-thiazolecarboxylic acid), [H-].[Al+3].[Li+].[H-].[H-].[H-] (lithium aluminium hydride), methyl ester, ester. Solvent: O1CCCC1 (tetrahydrofuran). Product: C(C1=CC=CC=C1)C=1SC=C(N1)CO (2-benzyl-4-hydroxymethylthiazole). As a reaction SMILES: [CH2:1]([C:8]1[S:9][CH:10]=[C:11]([C:13](O)=[O:14])[N:12]=1)[C:2]1[CH:7]=[CH:6][CH:5]=[CH:4][CH:3]=1.[H-].[Al+3].[Li+].[H-].[H-].[H-]>O1CCCC1>[CH2:1]([C:8]1[S:9][CH:10]=[C:11]([CH2:13][OH:14])[N:12]=1)[C:2]1[CH:3]=[CH:4][CH:5]=[CH:6][CH:7]=1 |f:1.2.3.4.5.6|. Procedure: 2-Benzyl-4-thiazolecarboxylic acid is converted to the methyl ester and the ester is reduced with lithium aluminium hydride in tetrahydrofuran to give 2-benzyl-4-hydroxymethylthiazole. Using this compound as the starting material in the procedure of Example 1 gives N-methyl-N'-[2-((2-benzyl-4-thiazolyl)methylthio)ethyl]thiourea. Starting materials: COCCOC, CC(C)n1cnc2[nH]ccc2c1=O, O=C(c1ccc(Cl)cc1)c1ccc(CBr)cc1. Product: CC(C)n1cnc2c(ccn2Cc2ccc(C(=O)c3ccc(Cl)cc3)cc2)c1=O. Reaction SMILES: [CH3:31][O:32][CH2:33][CH2:34][O:35][CH3:36].[CH:1]([CH3:2])([CH3:3])[n:4]1[cH:5][n:6][c:7]2[c:8]([c:9]1=[O:10])[cH:11][cH:12][nH:13]2.[Cl:14][c:15]1[cH:16][cH:17][c:18]([C:19](=[O:20])[c:21]2[cH:22][cH:23][c:24]([CH2:25][Br:26])[cH:27][cH:28]2)[cH:29][cH:30]1>>[CH:1]([CH3:2])([CH3:3])[n:4]1[cH:5][n:6][c:7]2[c:8]([c:9]1=[O:10])[cH:11][cH:12][n:13]2[CH2:25][c:24]1[cH:23][cH:22][c:21]([C:19]([c:18]2[cH:17][cH:16][c:15]([Cl:14])[cH:30][cH:29]2)=[O:20])[cH:28][cH:27]1.